This data is from the Open Reaction Database (ORD), a public repository of structured organic reaction records. The task is: describe an organic reaction: reactants, conditions, products, and yield Reaction conditions: temperature 40 celsius. The product is OC1=CC2=CC=CC=C2C=C1C(=O)O (2-hydroxynaphthalene-3-carboxylic acid). Run in O (water). RXN SMILES: [CH:1]1[C:10]2[C:5](=[CH:6][CH:7]=[CH:8][CH:9]=2)[CH:4]=[CH:3][C:2]=1[O-:11].[Na+].C1C2C(=CC=CC=2)C=CC=1O.[C:24](=[O:26])=[O:25].S(=O)(=O)(O)O>O>[OH:11][C:2]1[C:3]([C:24]([OH:26])=[O:25])=[CH:4][C:5]2[C:10](=[CH:9][CH:8]=[CH:7][CH:6]=2)[CH:1]=1 |f:0.1|. Reported procedure: In a pressure reaction vessel were charged 166 g of sodium 2-naphtholate, 72 g of 2-naphthol and 498 g of hydrogenated triphenyl, and a reaction was allowed to proceed at 260° C. and at a carbon dioxide pressure of 5 kg/cm2 (G) for 3 hours, with stirring. The reaction mixture was charged into 800 ml of water, and the resulting mixture was adjusted to a pH 5.5 with sulfuric acid, followed by separation into the reaction medium layer and the water layer at 85° C. The 2-naphthol was recovered with ... Reactants: C1=C(C=CC2=CC=CC=C12)[O-].[Na+] (sodium 2-naphtholate), C1=C(C=CC2=CC=CC=C12)O (2-naphthol), hydrogenated triphenyl, C(=O)=O (carbon dioxide), ( G ), S(O)(O)(=O)=O (sulfuric acid). Starting materials: CC(C)c1nc(I)c2n1CCN(C(=O)OC(C)(C)C)C2CCc1ccc(C(F)(F)F)cc1, C1CCOC1, [Li]CCCC, O. Yields the product CC(C)c1ncc2n1CCN(C(=O)OC(C)(C)C)C2CCc1ccc(C(F)(F)F)cc1. RXN SMILES: [C:1]([CH3:2])([CH3:3])([CH3:4])[O:5][C:6](=[O:7])[N:8]1[CH:9]([CH2:21][CH2:22][c:23]2[cH:24][cH:25][c:26]([C:29]([F:30])([F:31])[F:32])[cH:27][cH:28]2)[c:10]2[n:11]([c:14]([CH:18]([CH3:19])[CH3:20])[n:15][c:16]2[I:17])[CH2:12][CH2:13]1.[CH2:39]1[O:40][CH2:41][CH2:42][CH2:43]1.[Li:33][CH2:34][CH2:35][CH2:36][CH3:37].[OH2:38]>>[C:1]([CH3:2])([CH3:3])([CH3:4])[O:5][C:6](=[O:7])[N:8]1[CH:9]([CH2:21][CH2:22][c:23]2[cH:24][cH:25][c:26]([C:29]([F:30])([F:31])[F:32])[cH:27][cH:28]2)[c:10]2[n:11]([c:14]([CH:18]([CH3:19])[CH3:20])[n:15][cH:16]2)[CH2:12][CH2:13]1. Starting materials: mixture, FC1=C(C(C(=O)F)=C(C(=C1F)F)F)C(=O)F (3,4,5,6-tetrafluorophthaloyldifluoride), FC1(OC(C2=C(C(=C(C(=C12)F)F)F)F)=O)F (3,3,4,5,6,7-hexafluoro-1-[3H]-isobenzofuranone). Run in C(C)(=O)O (acetic acid). The product is FC=1C(=C(C(=C2C1C(=O)OC2=O)F)F)F (tetrafluorophthalic anhydride). The yield is 64.3%. Reaction SMILES: [F:1][C:2]1[C:10]([F:11])=[C:9]([F:12])[C:8]([F:13])=[C:4]([C:5](F)=[O:6])[C:3]=1[C:14](F)=[O:15].FC1(F)C2C(=C(F)C(F)=C(F)C=2F)C(=O)[O:19]1>C(O)(=O)C>[F:1][C:2]1[C:10]([F:11])=[C:9]([F:12])[C:8]([F:13])=[C:4]2[C:5](=[O:19])[O:6][C:14](=[O:15])[C:3]=12. Reported procedure: Into a 200 ml glass reactor equipped with a reflux condenser and a stirrer, 50 g (0.207 mol) of the mixture (1:1) of the 3,4,5,6-tetrafluorophthaloyldifluoride and the 3,3,4,5,6,7-hexafluoro-1-[3H]-isobenzofuranone of Example 2, and 50 ml of acetic acid were charged, and the mixture was refluxed for 16 hours with vigorous stirring. Then, the reaction mixture was separated by distillation to obtain 29.3 g of tetrafluorophthalic anhydride. The yield was 64.3%. The reactants are CC(=O)N1CCN(c2ccc(OS(=O)(=O)C(F)(F)F)cc2)CC1, O=C([O-])[O-], CC(=O)O, COC1(c2ccccc2)CCNCC1, Cc1ccccc1, ClCCl, [Cs+], [Cs+], [Pd+2]. Yields the product COC1(c2ccccc2)CCN(c2ccc(N3CCN(C(C)=O)CC3)cc2)CC1. RXN SMILES: [C:1]([CH3:2])(=[O:3])[N:4]1[CH2:5][CH2:6][N:7]([c:10]2[cH:11][cH:12][c:13]([O:16][S:17]([C:18]([F:19])([F:20])[F:21])(=[O:22])=[O:23])[cH:14][cH:15]2)[CH2:8][CH2:9]1.[C:38](=[O:39])([O-:40])[O-:41].[C:55]([OH:56])(=[O:57])[CH3:58].[CH3:24][O:25][C:26]1([c:32]2[cH:33][cH:34][cH:35][cH:36][cH:37]2)[CH2:27][CH2:28][NH:29][CH2:30][CH2:31]1.[CH3:44][c:45]1[cH:46][cH:47][cH:48][cH:49][cH:50]1.[Cl:51][CH2:52][Cl:53].[Cs+:42].[Cs+:43].[Pd+2:54]>>[C:1]([CH3:2])(=[O:3])[N:4]1[CH2:5][CH2:6][N:7]([c:10]2[cH:11][cH:12][c:13]([N:29]3[CH2:28][CH2:27][C:26]([O:25][CH3:24])([c:32]4[cH:33][cH:34][cH:35][cH:36][cH:37]4)[CH2:31][CH2:30]3)[cH:14][cH:15]2)[CH2:8][CH2:9]1. Reaction conditions: temperature 85 celsius. Run in O1CCOCC1 (Dioxane). Reaction SMILES: Br[C:2]1[CH:15]=[C:14]2[C:5]([O:6][C:7]3[C:8]([F:24])=[CH:9][C:10]([O:22][CH3:23])=[CH:11][C:12]=3[C@:13]32[N:20]=[C:19]([NH2:21])[CH2:18][O:17][CH2:16]3)=[CH:4][CH:3]=1.[F:25][C:26]1[C:31](B(O)O)=[CH:30][CH:29]=[CH:28][N:27]=1.C(=O)([O-])[O-].[K+].[K+]>O1CCOCC1>[F:24][C:8]1[C:7]2[O:6][C:5]3[C:14](=[CH:15][C:2]([C:31]4[C:26]([F:25])=[N:27][CH:28]=[CH:29][CH:30]=4)=[CH:3][CH:4]=3)[C@:13]3([N:20]=[C:19]([NH2:21])[CH2:18][O:17][CH2:16]3)[C:12]=2[CH:11]=[C:10]([O:22][CH3:23])[CH:9]=1 |f:2.3.4|. Procedure: A 250 ml RB flask was charged with (S)-7′-bromo-4′-fluoro-2′-methoxy-2,6-dihydrospiro[[1,4]oxazine-3,9′-xanthen]-5-amine (1.0 g, 2.54 mmol), PdCl2(Cy2C6H4NMe2)2 (0.126 g, 0.178 mmol) and 2-fluoropyridin-3-ylboronic acid (0.538 g, 3.81 mmol). Dioxane (12.72 mL) and potassium carbonate (1M solution) (7.63 mL, 7.63 mmol) were added, and the mixture was flushed with argon and heated to 85° C. for 30 min. The mixture was cooled to RT and diluted with EtOAc. The organic layer was separated and concent... Product: FC1=CC(=CC=2[C@@]3(C4=CC(=CC=C4OC12)C=1C(=NC=CC1)F)COCC(=N3)N)OC ((S)-4′-fluoro-7′-(2-fluoropyridin-3-yl)-2′-methoxy-2,6-dihydrospiro[[1,4]oxazine-3,9′-xanthen]-5-amine). The reactants are BrC1=CC=C2OC=3C(=CC(=CC3[C@@]3(C2=C1)COCC(=N3)N)OC)F ((S)-7′-bromo-4′-fluoro-2′-methoxy-2,6-dihydrospiro[[1,4]oxazine-3,9′-xanthen]-5-amine), PdCl2(Cy2C6H4NMe2)2, FC1=NC=CC=C1B(O)O (2-fluoropyridin-3-ylboronic acid), C([O-])([O-])=O.[K+].[K+] (potassium carbonate). Isolated yield 78.9%. Starting materials: C(C)(C)(C)C=1CCNCC1 (4-t-butyl-1,2,3,6-tetrahydropyridine), CN=C=S (methylisothiocyanate). Run in O1CCCC1 (tetrahydrofuran), O1CCCC1 (tetrahydrofuran). Yields the product CNC(=S)N1CCC(=CC1)C(C)(C)C (N-methyl-4-t-butyl-1,2,3,6-tetrahydro-1-pyridinethiocarboxamide). RXN SMILES: [C:1]([C:5]1[CH2:6][CH2:7][NH:8][CH2:9][CH:10]=1)([CH3:4])([CH3:3])[CH3:2].[CH3:11][N:12]=[C:13]=[S:14]>O1CCCC1>[CH3:11][NH:12][C:13]([N:8]1[CH2:7][CH:6]=[C:5]([C:1]([CH3:4])([CH3:3])[CH3:2])[CH2:10][CH2:9]1)=[S:14]. Procedure details: In 60 ml. of ml.of anhydrous tetrahydrofuran, there is dissolved 12.0 grams of 4-t-butyl-1,2,3,6-tetrahydropyridine. Stirring is initiated and there is added 7.3 grams of methylisothiocyanate in 25 ml. of anhydrous tetrahydrofuran. After stirring the reaction mixture for 18 hours at room temperature, the tetrahydrofuran is evaporated in vacuo at 50°C/20 mmHg. The resulting oil is crystallized from methylene chloride/pentane 1:1 to give N-methyl-4-t-butyl-1,2,3,6-tetrahydro-1-pyridinethiocarboxam... The reactants are CC(C)=O, COc1ccc(COCC(CO)(CO)c2ccc(F)c(F)c2)cc1, Cc1ccc(S(=O)(=O)O)cc1, c1ccccc1. Yields the product COc1ccc(COCC2(c3ccc(F)c(F)c3)COC(C)(C)OC2)cc1. Reaction SMILES: [CH3:25][C:26]([CH3:27])=[O:28].[F:1][c:2]1[cH:3][c:4]([C:9]([CH2:10][OH:11])([CH2:12][OH:13])[CH2:14][O:15][CH2:16][c:17]2[cH:18][cH:19][c:20]([O:23][CH3:24])[cH:21][cH:22]2)[cH:5][cH:6][c:7]1[F:8].[c:29]1([CH3:30])[cH:31][cH:32][c:33]([S:34]([OH:35])(=[O:36])=[O:37])[cH:38][cH:39]1.[cH:40]1[cH:41][cH:42][cH:43][cH:44][cH:45]1>>[F:1][c:2]1[cH:3][c:4]([C:9]2([CH2:14][O:15][CH2:16][c:17]3[cH:18][cH:19][c:20]([O:23][CH3:24])[cH:21][cH:22]3)[CH2:10][O:11][C:26]([CH3:25])([CH3:27])[O:13][CH2:12]2)[cH:5][cH:6][c:7]1[F:8]. The reactants are NC1[C@@H]2N(C(=C(CS2)COC(C)=O)C(=O)O)C1=O (7-amino-3-acetoxymethylceph-3-em-4-carboxylic acid), C/C(=N\[Si](C)(C)C)/O[Si](C)(C)C (N,O-bis(trimethylsilyl)acetamide), S1C(=NC2=C1C=CC=C2)SC(C(=O)C=2N=C(SC2)N)=O (2-(2-amino-4-thiazolyl)-2-oxothioacetic-acid-S-benzothiazol-2-ylester). Run in ClCCl (di-chloromethane). Run at time 2 hour. Yields the product NC=1SC=C(N1)C(C(=O)NC1[C@@H]2N(C(=C(CS2)COC(C)=O)C(=O)O)C1=O)=O (7-[[(2-amino-4-thiazolyl)-2-oxoacetyl]amino]-3-acetoxymethylceph-3-em-4-carboxylic acid). Reaction SMILES: [NH2:1][CH:2]1[C:17](=[O:18])[N:4]2[C:5]([C:14]([OH:16])=[O:15])=[C:6]([CH2:9][O:10][C:11](=[O:13])[CH3:12])[CH2:7][S:8][C@H:3]12.C/C(/O[Si](C)(C)C)=N\[Si](C)(C)C.S1C2C=CC=CC=2N=C1S[C:41](=[O:50])[C:42]([C:44]1[N:45]=[C:46]([NH2:49])[S:47][CH:48]=1)=[O:43]>ClCCl>[NH2:49][C:46]1[S:47][CH:48]=[C:44]([C:42](=[O:43])[C:41]([NH:1][CH:2]2[C:17](=[O:18])[N:4]3[C:5]([C:14]([OH:16])=[O:15])=[C:6]([CH2:9][O:10][C:11](=[O:13])[CH3:12])[CH2:7][S:8][C@H:3]23)=[O:50])[N:45]=1. Procedure: 5.44 g of 7-amino-3-acetoxymethylceph-3-em-4-carboxylic acid are suspended under a nitrogen atmosphere in 50 ml of dry di-chloromethane, and mixed with 5.4 ml of N,O-bis(trimethylsilyl)acetamide. The preparation is stirred at room temperature until a clear solution is present, and then cooled to -15°. 8.4 g of 2-(2-amino-4-thiazolyl)-2-oxothioacetic-acid-S-benzothiazol-2-ylester are added, and stirred for two hours at -15° and then for two hours at 0°. The solvent is carefully drawn off in a rot... Reactants: ClC1=CC(=C(C=C1)[C@@H](C)N[S@@](=O)C(C)(C)C)F ((S)—N—((R)-1-(4-chloro-2-fluorophenyl)ethyl)-2-methylpropane-2-sulfinamide), Cl (hydrochloric acid), O1CCOCC1 (p-dioxane). Solvent: CO (methanol). Conditions: time 18 hour. Product: ClC1=CC(=C(C=C1)[C@@H](C)N)F ((1R)-1-(4-chloro-2-fluorophenyl)ethanamine). RXN SMILES: [Cl:1][C:2]1[CH:7]=[CH:6][C:5]([C@H:8]([NH:10][S@](C(C)(C)C)=O)[CH3:9])=[C:4]([F:17])[CH:3]=1.Cl.O1CCOCC1>CO>[Cl:1][C:2]1[CH:7]=[CH:6][C:5]([C@H:8]([NH2:10])[CH3:9])=[C:4]([F:17])[CH:3]=1. Reported procedure: To a solution of (S)—N—((R)-1-(4-chloro-2-fluorophenyl)ethyl)-2-methylpropane-2-sulfinamide (5.4 g, 19.4 mmol) in methanol (150 mL) at 0° C. was added a solution of hydrochloric acid in p-dioxane (4.0 M in p-dioxane, 19.4 mL, 77.6 mmol). The reaction was slowly warmed to room temperature and stirred at room temperature for 18 h. The solvent removed in vacuo, and the crude material was dissolved in saturated aqueous sodium bicarbonate and dichloromethane. The mixture was stirred for 45 min to giv...